Dataset: the Open Reaction Database (ORD), a public repository of structured organic reaction records. Task: describe an organic reaction: reactants, conditions, products, and yield The reactants are Br, O=C([O-])[O-], COc1cc(Cl)cc2c1OC(COS(=O)(=O)c1ccc(C)cc1)C2, [K+], [K+]. The product is Cc1ccc(S(=O)(=O)OCC2Cc3cc(Cl)cc(O)c3O2)cc1. As a reaction SMILES: [BrH:31].[C:25](=[O:26])([O-:27])[O-:28].[CH3:1][c:2]1[cH:3][cH:4][c:5]([S:8](=[O:9])(=[O:10])[O:11][CH2:12][CH:13]2[O:14][c:15]3[c:16]([cH:18][c:19]([Cl:24])[cH:20][c:21]3[O:22][CH3:23])[CH2:17]2)[cH:6][cH:7]1.[K+:29].[K+:30]>>[CH3:1][c:2]1[cH:3][cH:4][c:5]([S:8](=[O:9])(=[O:10])[O:11][CH2:12][CH:13]2[O:14][c:15]3[c:16]([cH:18][c:19]([Cl:24])[cH:20][c:21]3[OH:22])[CH2:17]2)[cH:6][cH:7]1. The reactants are CCOC(=O)C(N)C=C(CCF)CP(=O)(O)O, O. The product is NC(C=C(CCF)CP(=O)(O)O)C(=O)O. As a reaction SMILES: [CH2:1]([CH3:2])[O:3][C:4]([CH:5]([CH:6]=[C:7]([CH2:8][CH2:9][F:10])[CH2:11][P:12](=[O:13])([OH:14])[OH:15])[NH2:16])=[O:17].[OH2:18]>>[O:3]=[C:4]([CH:5]([CH:6]=[C:7]([CH2:8][CH2:9][F:10])[CH2:11][P:12](=[O:13])([OH:14])[OH:15])[NH2:16])[OH:17]. Solvent: O1CCCC1 (tetrahydrofuran), O (water). Yields the product N\C(\C1=CC=C(C=C1)CNC(=O)C1=C(N(C(=C1)C)C1=CC=C(C=C1)F)C)=N/C(OCCCCCC)=O ((Z)-hexyl amino-(4-((1-(4-fluorophenyl)-2,5-dimethyl-pyrrole-3-carbonylamino)methyl)phenyl)methylenecarbamate). Procedure: 48 mg of N-[(4-carbamimidoylphenyl)methyl]-1-(4-fluorophenyl)-2,5-dimethyl-pyrrole-3-carboxamide hydrochloride and 50 mg of potassium carbonate were dissolved in 0.6 ml of water and 3 ml of tetrahydrofuran. The mixture was stirred at room temperature, and 0.019 ml of n-hexyl chloroformate (Sigma-Aldrich) added. Stirring was continued for 1 h, following which the organic layer is removed, and dried in vacuo to obtain the synthetic target (>90% yield). The mass of the compound was verified using L... Yield: 90.0%. Reactants: Cl.C(N)(=N)C1=CC=C(C=C1)CNC(=O)C1=C(N(C(=C1)C)C1=CC=C(C=C1)F)C (N-[(4-carbamimidoylphenyl)methyl]-1-(4-fluorophenyl)-2,5-dimethyl-pyrrole-3-carboxamide hydrochloride), C([O-])([O-])=O.[K+].[K+] (potassium carbonate), ClC(=O)OCCCCCC (n-hexyl chloroformate). Reaction conditions: time 1 hour. RXN SMILES: Cl.[C:2]([C:5]1[CH:10]=[CH:9][C:8]([CH2:11][NH:12][C:13]([C:15]2[CH:19]=[C:18]([CH3:20])[N:17]([C:21]3[CH:26]=[CH:25][C:24]([F:27])=[CH:23][CH:22]=3)[C:16]=2[CH3:28])=[O:14])=[CH:7][CH:6]=1)(=[NH:4])[NH2:3].C(=O)([O-])[O-].[K+].[K+].Cl[C:36]([O:38][CH2:39][CH2:40][CH2:41][CH2:42][CH2:43][CH3:44])=[O:37]>O.O1CCCC1>[NH2:4]/[C:2](=[N:3]\[C:36](=[O:37])[O:38][CH2:39][CH2:40][CH2:41][CH2:42][CH2:43][CH3:44])/[C:5]1[CH:10]=[CH:9][C:8]([CH2:11][NH:12][C:13]([C:15]2[CH:19]=[C:18]([CH3:20])[N:17]([C:21]3[CH:22]=[CH:23][C:24]([F:27])=[CH:25][CH:26]=3)[C:16]=2[CH3:28])=[O:14])=[CH:7][CH:6]=1 |f:0.1,2.3.4|. The reactants are CCOC(=O)c1c(O)c2ccc(C)nc2n(CC)c1=O, CN, CO, CC(=O)O, O. The product is CCn1c(=O)c(C(=O)NC)c(O)c2ccc(C)nc21. As a reaction SMILES: [CH2:1]([O:2][C:4](=[O:5])[c:6]1[c:7](=[O:20])[n:8]([CH2:18][CH3:19])[c:9]2[n:10][c:11]([CH3:17])[cH:12][cH:13][c:14]2[c:15]1[OH:16])[CH3:3].[CH3:21][NH2:22].[CH3:23][OH:24].[CH3:26][C:27](=[O:28])[OH:29].[OH2:25]>>[C:4](=[O:5])([c:6]1[c:7](=[O:20])[n:8]([CH2:18][CH3:19])[c:9]2[n:10][c:11]([CH3:17])[cH:12][cH:13][c:14]2[c:15]1[OH:16])[NH:22][CH3:21]. Reactants: CC[C@@]1(C2=C(COC1=O)C(=O)N3CC=4C=C5C=CC=CC5=NC4C3=C2)O (Camptothecin), [N+](=O)(O)[O-] (nitric acid). Run in S(O)(O)(=O)=O (sulfuric acid). Conditions: time 36 hour. The product is CC[C@@]1(C2=C(COC1=O)C(=O)N3CC4=C(C3=C2)N=C5C=CC=C(C5=C4)[N+](=O)[O-])O (9-nitrocamptothecin). Reaction SMILES: [CH3:1][CH2:2][C@@:3]1([OH:26])[C:8](=[O:9])[O:7][CH2:6][C:5]2[C:10]([N:12]3[C:24](=[CH:25][C:4]1=2)[C:23]1[N:22]=[C:21]2[C:16]([CH:17]=[CH:18][CH:19]=[CH:20]2)=[CH:15][C:14]=1[CH2:13]3)=[O:11].[N+:27]([O-])([OH:29])=[O:28]>S(=O)(=O)(O)O>[CH3:1][CH2:2][C@@:3]1([OH:26])[C:8](=[O:9])[O:7][CH2:6][C:5]2[C:10]([N:12]3[C:24](=[CH:25][C:4]1=2)[C:23]1[N:22]=[C:21]2[C:16](=[CH:15][C:14]=1[CH2:13]3)[C:17]([N+:27]([O-:29])=[O:28])=[CH:18][CH:19]=[CH:20]2)=[O:11]. Procedure details: Camptothecin (25 g) in concentrated sulfuric acid (500 mL) was cooled in an ice-bath. To it was then added 70% nitric acid (30 mL), drop-wise to control the reaction temperature. The reaction mixture was then stirred for 36 hours, poured into excess crushed ice and the organic portion was extracted out using chloroform. The combined organic fraction was washed with freshly prepared 10% sodium bicarbonate solution and brine, and then dried over anhydrous sodium sulfate. Solvent was removed and th... The yield is 38.0%. The reactants are ClC=1C=NC=C(C1SC1=C(C=C(S1)C(=O)O)[N+](=O)[O-])Cl (5-[(3,5-dichloro-4-pyridyl)sulfanyl]-4-nitro-thiophene-2-carboxylic acid), NCCN1CCOCC1 (4-(2-aminoethyl) morpholine). Reported procedure: Prepared according to the procedure described for example 50 from 5-[(3,5-dichloro-4-pyridyl)sulfanyl]-4-nitro-thiophene-2-carboxylic acid (100 mg, 0.28 mmol) and 4-(2-aminoethyl) morpholine (42 mg, 0.32 mmol). The title compound was obtained as a solid (49 mg, 38% yield). 1H NMR (400 MHz, d6-DMSO) δ: 8.98 (2H, m), 8.83 (1H, m), 8.43 (1H, s), 4.02 (4H, m), 3.31 (2H, m), 2.45 (2H, m), 2.38 (4H, m). MS m/z: 463.06, 465.05 [M+H]+. The product is ClC=1C=NC=C(C1SC1=C(C=C(S1)C(=O)NCCN1CCOCC1)[N+](=O)[O-])Cl (5-((3,5-dichloropyridin-4-yl)thio)-N-(2-morpholinoethyl)-4-nitrothiophene-2-carboxamide), solid. RXN SMILES: [Cl:1][C:2]1[CH:3]=[N:4][CH:5]=[C:6]([Cl:20])[C:7]=1[S:8][C:9]1[S:13][C:12]([C:14]([OH:16])=O)=[CH:11][C:10]=1[N+:17]([O-:19])=[O:18].[NH2:21][CH2:22][CH2:23][N:24]1[CH2:29][CH2:28][O:27][CH2:26][CH2:25]1>>[Cl:20][C:6]1[CH:5]=[N:4][CH:3]=[C:2]([Cl:1])[C:7]=1[S:8][C:9]1[S:13][C:12]([C:14]([NH:21][CH2:22][CH2:23][N:24]2[CH2:29][CH2:28][O:27][CH2:26][CH2:25]2)=[O:16])=[CH:11][C:10]=1[N+:17]([O-:19])=[O:18].